This data is from the Open Reaction Database (ORD), a public repository of structured organic reaction records. The task is: describe an organic reaction: reactants, conditions, products, and yield The reactants are CC(C)CCCC(C)C1CCC2C3CC=C4CC(OCCCl)CCC4(C)C3CCC12C, CCC(C)=O, [I-], [Na+]. Product: CC(C)CCCC(C)C1CCC2C3CC=C4CC(OCCI)CCC4(C)C3CCC12C. RXN SMILES: [CH3:1][CH:2]([CH3:3])[CH2:4][CH2:5][CH2:6][CH:7]([CH3:8])[CH:9]1[CH2:10][CH2:11][CH:12]2[CH:13]3[CH2:14][CH:15]=[C:16]4[CH2:17][CH:18]([O:28][CH2:29][CH2:30][Cl:31])[CH2:19][CH2:20][C:21]4([CH3:22])[CH:23]3[CH2:24][CH2:25][C:26]12[CH3:27].[CH3:34][C:35](=[O:36])[CH2:37][CH3:38].[I-:33].[Na+:32]>>[CH3:1][CH:2]([CH3:3])[CH2:4][CH2:5][CH2:6][CH:7]([CH3:8])[CH:9]1[CH2:10][CH2:11][CH:12]2[CH:13]3[CH2:14][CH:15]=[C:16]4[CH2:17][CH:18]([O:28][CH2:29][CH2:30][I:33])[CH2:19][CH2:20][C:21]4([CH3:22])[CH:23]3[CH2:24][CH2:25][C:26]12[CH3:27]. Reactants: ClC1=NC(=NC=C1I)N=CN(C(C)C)C(C)C (4-chloro-2-diisopropylaminomethyleneamino-5-iodopyrimidine), C(C)C1=CC=C(C=C1)C#C (4-ethyl-1-ethynylbenzene). The reagents and catalysts are Cl[Pd]([P](C1=CC=CC=C1)(C2=CC=CC=C2)C3=CC=CC=C3)([P](C4=CC=CC=C4)(C5=CC=CC=C5)C6=CC=CC=C6)Cl (dichlorobis(triphenylphosphine)palladium), [Cu](I)I (copper iodide). The solvent is C(C)N(CC)CC (triethylamine). The product is ClC1=NC(=NC=C1C#CC1=CC=C(C=C1)CC)N=CN(C(C)C)C(C)C (4-chloro-2-diisopropylaminomethyleneamino-5-(4-ethylphenylethynyl)pyrimidine). Isolated yield 63.7%. Reaction SMILES: [Cl:1][C:2]1[C:7](I)=[CH:6][N:5]=[C:4]([N:9]=[CH:10][N:11]([CH:15]([CH3:17])[CH3:16])[CH:12]([CH3:14])[CH3:13])[N:3]=1.[CH2:18]([C:20]1[CH:25]=[CH:24][C:23]([C:26]#[CH:27])=[CH:22][CH:21]=1)[CH3:19]>Cl[Pd](Cl)([P](C1C=CC=CC=1)(C1C=CC=CC=1)C1C=CC=CC=1)[P](C1C=CC=CC=1)(C1C=CC=CC=1)C1C=CC=CC=1.[Cu](I)I.C(N(CC)CC)C>[Cl:1][C:2]1[C:7]([C:19]#[C:18][C:20]2[CH:25]=[CH:24][C:23]([CH2:26][CH3:27])=[CH:22][CH:21]=2)=[CH:6][N:5]=[C:4]([N:9]=[CH:10][N:11]([CH:15]([CH3:17])[CH3:16])[CH:12]([CH3:14])[CH3:13])[N:3]=1 |^1:30,49|. Procedure: A mixture of 6.3 g of 4-chloro-2-diisopropylaminomethyleneamino-5-iodopyrimidine, 33 mL of triethylamine, 2.43 g of 4-ethyl-1-ethynylbenzene, 0.304 g of dichlorobis(triphenyl)phosphine palladium II and 0.21 g copper iodide was magnetically stirred at reflux temperature for 1.5 hrs. The mixture was filtered and the filtrate evaporated in vacuo. Both the precipitate and the evaporated filtrate were dissolved in dichloromethane and washed with water, dried over sodium sulfate, filtered and evaporat... The reactants are OC1=CC2=CC(=CC=C2C=C1)O (2,7-dihydroxynaphthalene), 1, CS(=O)(=O)O (methanesulfonic acid). Solvent: C(C)OCC (ethyl ether). Product: O1C(=O)C=CC2=CC=CC=C12 (Coumarin). Yield: 5.0%. RXN SMILES: O[C:2]1[CH:11]=[CH:10][C:9]2[C:4](=C[C:6]([OH:12])=[CH:7][CH:8]=2)[CH:3]=1.CS(O)(=O)=[O:15]>C(OCC)C>[O:15]1[C:4]2[C:9](=[CH:10][CH:11]=[CH:2][CH:3]=2)[CH:8]=[CH:7][C:6]1=[O:12]. Reported procedure: To a mixture of 2,7-dihydroxynaphthalene (0.20 g, 1.3 mmol) and 1 (0.20 mg, 0.83 mmol) was added methanesulfonic acid (1.3 mL, 21 mmol) at 0° C. The clear brown solution gradually became dark orange within 4 h after which time the reaction mixture was diluted with cold (−30° C.) ethyl ether (10 mL), centrifuged (3000 rpm) at 4° C. for 20 minutes. After removing the ether by aspiration, the residual orange solid was dried under high vacuum, dissolved in H2O (3 mL), and purified by RP-HPLC using a... The reactants are C1N(CCOC=2C1=C1C=CNC1=CC2)C(=O)OC(C)(C)C (tert-butyl 1,3,4,8-tetrahydro-2H-[1,4]oxazepino[6,7-e]indole-2-carboxylate), C1N(CCOC=2C1=C1C=CNC1=CC2)C(=O)OC(C)(C)C (tert-butyl 1,3,4,8-tetrahydro-2H-[1,4]oxazepino[6,7-e]indole-2-carboxylate), [H-].[Na+] (NaH), ClC1=C(C=CC=C1)S(=O)(=O)Cl (2-chlorophenylsulfonyl chloride), C(=O)(C(F)(F)F)O (TFA). Run in CN(C)C=O (DMF). Conditions: time 10 minute. Yields the product FC(C(=O)O)(F)F.ClC1=C(C=CC=C1)S(=O)(=O)N1C=CC2=C3C(=CC=C12)OCCNC3 (8-[(2-Chlorophenyl)sulfonyl]-1,3,4,8-tetrahydro-2H-[1,4]oxazepino[6,7-e]indole trifluoroacetate). RXN SMILES: [CH2:1]1[C:7]2=[C:8]3[C:12](=[CH:13][CH:14]=[C:6]2[O:5][CH2:4][CH2:3][N:2]1C(OC(C)(C)C)=O)[NH:11][CH:10]=[CH:9]3.[H-].[Na+].[Cl:24][C:25]1[CH:30]=[CH:29][CH:28]=[CH:27][C:26]=1[S:31](Cl)(=[O:33])=[O:32].[C:35]([OH:41])([C:37]([F:40])([F:39])[F:38])=[O:36]>CN(C=O)C>[F:38][C:37]([F:40])([F:39])[C:35]([OH:41])=[O:36].[Cl:24][C:25]1[CH:30]=[CH:29][CH:28]=[CH:27][C:26]=1[S:31]([N:11]1[C:12]2[C:8](=[C:7]3[CH2:1][NH:2][CH2:3][CH2:4][O:5][C:6]3=[CH:14][CH:13]=2)[CH:9]=[CH:10]1)(=[O:33])=[O:32] |f:1.2,6.7|. Procedure: DMF (1 mL) was added to a mixture of tert-butyl 1,3,4,8-tetrahydro-2H-[1,4]oxazepino[6,7-e]indole-2-carboxylate (Intermediate 18, 10.0 mg, 0.035 mmol) and 60% NaH (5.56 mg, 0.139 mmol). The reaction mixture was stirred for 10 minutes at room temperature before 2-chlorophenylsulfonyl chloride (11 mg, 0.052 mmol) was added all in one portion. After 30 minutes TFA (1 mL) was added and the mixture was stirred for 10 minutes and evaporated. The crude material was purified by preparative HPLC (ACE C8,... Starting materials: FC=1C=C(C=C(C1)F)CC(=O)O (3,5-difluorophenylacetic acid), Cl.C(C)(C)(C)OC([C@@H](NC([C@@H](N)C)=O)CC1=CC=CC=C1)=O (N-(L-alaninyl)-L-phenylalanine tert-butyl ester hydrochloride), C(=O)(OC(C)(C)C)N[C@@H](C)C(=O)O (N-BOC-L-alanine), Cl.C(C)(C)(C)OC([C@@H](N)CC1=CC=CC=C1)=O (L-phenylalanine tert-butyl ester hydrochloride). Run in CO.C(Cl)(Cl)Cl (MeOH CHCl3). Yields the product C(C)(C)(C)OC([C@@H](NC([C@@H](NC(CC1=CC(=CC(=C1)F)F)=O)C)=O)CC1=CC=CC=C1)=O (N-[N-(3,5-Difluorophenylacetyl)-L-alaninyl]-L-phenylalanine tert-Butyl Ester). As a reaction SMILES: [F:1][C:2]1[CH:3]=[C:4]([CH2:9][C:10]([OH:12])=O)[CH:5]=[C:6]([F:8])[CH:7]=1.Cl.[C:14]([O:18][C:19](=[O:34])[C@H:20]([CH2:27][C:28]1[CH:33]=[CH:32][CH:31]=[CH:30][CH:29]=1)[NH:21][C:22](=[O:26])[C@H:23]([CH3:25])[NH2:24])([CH3:17])([CH3:16])[CH3:15].C(N[C@H](C(O)=O)C)(OC(C)(C)C)=O.Cl.C(OC(=O)[C@H](CC1C=CC=CC=1)N)(C)(C)C>CO.C(Cl)(Cl)Cl>[C:14]([O:18][C:19](=[O:34])[C@H:20]([CH2:27][C:28]1[CH:29]=[CH:30][CH:31]=[CH:32][CH:33]=1)[NH:21][C:22](=[O:26])[C@H:23]([CH3:25])[NH:24][C:10](=[O:12])[CH2:9][C:4]1[CH:5]=[C:6]([F:8])[CH:7]=[C:2]([F:1])[CH:3]=1)([CH3:15])([CH3:16])[CH3:17] |f:1.2,4.5,6.7|. Procedure details: Following General Procedure C and using 3,5-difluorophenylacetic acid (Oakwood) and N-(L-alaninyl)-L-phenylalanine tert-butyl ester hydrochloride (prepared from N-BOC-L-alanine (Sigma) and L-phenylalanine tert-butyl ester hydrochloride (Advanced Chemtech) using General Procedure C, followed by removal of the BOC-group using General Procedure P), the title compound was prepared as a gel. The reaction was monitored by tlc (Rf=0.5 in 4% MeOH/CHCl3) and the product was purified by silica gel chromat... Product: C(C(C)C)[C@H]1N(C2=CC=3C(=CC(NC3C=C2OC1)=O)C(F)(F)F)CC(F)(F)F ((2R)-1,2,3,6-tetrahydro-2-isobutyl-1-(2,2,2-trifluoroethyl)-9-(trifluoromethyl)-7H-[1,4]oxazino[3,2-g]quinolin-7-one). RXN SMILES: [CH2:1]([C@@H:5]1[CH2:23][O:22][C:8]2=[C:9]3[C:14](=[CH:15][CH:16]=[C:7]2[N:6]1[CH2:24][C:25]([F:28])([F:27])[F:26])[NH:13][C:12](=[O:17])[CH:11]=[C:10]3[C:18]([F:21])([F:20])[F:19])[CH:2]([CH3:4])[CH3:3].NC1C=CC2N(CC(F)(F)F)[C@H](CC(C)C)COC=2C=1.C(OC(=O)CC(C(F)(F)F)=O)C>C1(C)C=CC=CC=1>[CH2:1]([C@@H:5]1[CH2:23][O:22][C:16]2[C:7](=[CH:8][C:9]3[C:10]([C:18]([F:20])([F:21])[F:19])=[CH:11][C:12](=[O:17])[NH:13][C:14]=3[CH:15]=2)[N:6]1[CH2:24][C:25]([F:28])([F:26])[F:27])[CH:2]([CH3:3])[CH3:4]. Reported procedure: (3R)-2,3,4,7-Tetrahydro-3-isobutyl-4-(2,2,2-trifluoroethyl)-10-(trifluoromethyl)-8H-[1,4]oxazino[2,3-f]quinolin-8-one (Compound 155, Structure 17 of Scheme III, where R1, R3, R4, R5, R7, R8=H, R2=trifluoromethyl, R6=isobutyl, R=CH2CF2), and (2R)-1,2,3,6-tetrahydro-2-isobutyl-1-(2,2,2-trifluoroethyl)-9-(trifluoromethyl)-7H-[1,4]oxazino[3,2-f]quinolin-7-one (Structure 18 of Scheme III, where R1, R3, R4, R5, R7=H, R=trifluoromethyl, R6=isobutyl, R13=CH2CF3): This compound was prepared by treatment ... Solvent: C1(=CC=CC=C1)C (toluene). Yield: 9.0%. Starting materials: C(C(C)C)[C@H]1N(C=2C(=C3C(=CC(NC3=CC2)=O)C(F)(F)F)OC1)CC(F)(F)F ((3R)-2,3,4,7-Tetrahydro-3-isobutyl-4-(2,2,2-trifluoroethyl)-10-(trifluoromethyl)-8H-[1,4]oxazino[2,3-f]quinolin-8-one), C(C(C)C)[C@H]1N(C=2C(=C3C(=CC(NC3=CC2)=O)C(F)(F)F)OC1)CC(F)(F)F ((3R)-2,3,4,7-Tetrahydro-3-isobutyl-4-(2,2,2-trifluoroethyl)-10-(trifluoromethyl)-8H-[1,4]oxazino[2,3-f]quinolin-8-one), (2R)-1,2,3,6-tetrahydro-2-isobutyl-1-(2,2,2-trifluoroethyl)-9-(trifluoromethyl)-7H-[1,4]oxazino[3,2-f]quinolin-7-one, NC1=CC2=C(N([C@@H](CO2)CC(C)C)CC(F)(F)F)C=C1 ((3R)-7-amino-3,4-dihydro-3-isobutyl-4-trifluoroethyl-2H-1,4-benzoxazine), C(C)OC(CC(=O)C(F)(F)F)=O (ethyl-4,4,4-trifluoroacetoacetate). Conditions: temperature 95 celsius.